From a dataset of the Open Reaction Database (ORD), a public repository of structured organic reaction records. describe an organic reaction: reactants, conditions, products, and yield The product is OC=1C(=CC2=C(OCO2)C1)C1C(N(C2=CC=CC=C12)CCCN1C(C2=CC=CC=C2C1=O)=O)=O (2-{3-[3-(6-hydroxy-1,3-benzodioxol-5-yl)-2-oxo-2,3-dihydro-1H-indol-1-yl]propyl}-1H-isoindole-1,3(2H)-dione). Procedure: Following the procedure as described in PREPARATION 1D, and making non-critical variations to replace 4-bromo-3-hydroxy-3-(6-hydroxy-1,3-benzodioxol-5-yl)-1-pentyl-1,3-dihydro-2H-indol-2-one with 2-{3-[3-hydroxy-3-(6-hydroxy-1,3-benzodioxol-5-yl)-2-oxo-2,3-dihydro-1H-indol-1-yl]propyl}-1H-isoindole-1,3(2H)-dione, the title compound was obtained (94%): 1H NMR (300 MHz, CDCl3,) δ 7.81-7.78 (m, 2H), 7.70-7.67 (m, 2H), 7.32-7.27 (m, 2H), 7.12-7.07 (m, 1H), 6.90-6.87 (m, 1H), 6.54 (s, 1H), 6.45 (s, 1... The reactants are 1D, BrC1=C2C(C(N(C2=CC=C1)CCCCC)=O)(C1=CC2=C(OCO2)C=C1O)O (4-bromo-3-hydroxy-3-(6-hydroxy-1,3-benzodioxol-5-yl)-1-pentyl-1,3-dihydro-2H-indol-2-one), OC1(C(N(C2=CC=CC=C12)CCCN1C(C2=CC=CC=C2C1=O)=O)=O)C1=CC2=C(OCO2)C=C1O (2-{3-[3-hydroxy-3-(6-hydroxy-1,3-benzodioxol-5-yl)-2-oxo-2,3-dihydro-1H-indol-1-yl]propyl}-1H-isoindole-1,3(2H)-dione). Reaction SMILES: BrC1C=CC=C2C=1C(O)(C1C(O)=CC3OCOC=3C=1)C(=O)N2CCCCC.O[C:29]1([C:53]2[C:61]([OH:62])=[CH:60][C:56]3[O:57][CH2:58][O:59][C:55]=3[CH:54]=2)[C:37]2[C:32](=[CH:33][CH:34]=[CH:35][CH:36]=2)[N:31]([CH2:38][CH2:39][CH2:40][N:41]2[C:49](=[O:50])[C:48]3[C:43](=[CH:44][CH:45]=[CH:46][CH:47]=3)[C:42]2=[O:51])[C:30]1=[O:52]>>[OH:62][C:61]1[C:53]([CH:29]2[C:37]3[C:32](=[CH:33][CH:34]=[CH:35][CH:36]=3)[N:31]([CH2:38][CH2:39][CH2:40][N:41]3[C:49](=[O:50])[C:48]4[C:43](=[CH:44][CH:45]=[CH:46][CH:47]=4)[C:42]3=[O:51])[C:30]2=[O:52])=[CH:54][C:55]2[O:59][CH2:58][O:57][C:56]=2[CH:60]=1. Starting materials: [N+](=O)([O-])C1=CC(=C(N)C=C1)NS(=O)(=O)C1=CC=CC=C1 (4-nitro 2-(phenylsulfonylamino) aniline), C1(=CC=CC=C1)N=C=O (phenyl isocyanate). The product is [N+](=O)([O-])C1=CC(=C(C=C1)NC(=O)NC1=CC=CC=C1)NS(=O)(=O)C1=CC=CC=C1 (N-(4-Nitro 2-(phenylsulfonylamino)phenyl)-N′-phenyl urea). As a reaction SMILES: [N+:1]([C:4]1[CH:10]=[CH:9][C:7]([NH2:8])=[C:6]([NH:11][S:12]([C:15]2[CH:20]=[CH:19][CH:18]=[CH:17][CH:16]=2)(=[O:14])=[O:13])[CH:5]=1)([O-:3])=[O:2].[C:21]1([N:27]=[C:28]=[O:29])[CH:26]=[CH:25][CH:24]=[CH:23][CH:22]=1>>[N+:1]([C:4]1[CH:10]=[CH:9][C:7]([NH:8][C:28]([NH:27][C:21]2[CH:26]=[CH:25][CH:24]=[CH:23][CH:22]=2)=[O:29])=[C:6]([NH:11][S:12]([C:15]2[CH:20]=[CH:19][CH:18]=[CH:17][CH:16]=2)(=[O:14])=[O:13])[CH:5]=1)([O-:3])=[O:2]. Procedure details: N-(4-Nitro 2-(phenylsulfonylamino)phenyl)-N′-phenyl urea was prepared from 4-nitro 2-(phenylsulfonylamino) aniline (82 mg) and phenyl isocyanate (33 mg) by method A. The reaction was cooled and then partitioned between saturated ammonium chloride and 9:1 methylene chloride and methanol. The organic phase was dried over magnesium sulfate, filtered and concentrated in vacuo. The residue was purified by column chromatography (ethyl acetate/hexanes) to afford desired (30.8 mg, 26%). EI-MS m/z 413 (M... Reactants: C(C)OCC (diethyl ether), C(CCCCCCCCCCCCCC)C1NC2=CC(=CC=C2C1)C(=O)O ((RS)-2-(n-pentadecyl)indoline-6-carboxylic acid), Cl (hydrogen chloride). The solvent is C(C)O (ethanol), C(C)O (ethanol). Yields the product Cl.C(CCCCCCCCCCCCCC)C1NC2=CC(=CC=C2C1)C(=O)O ((RS)-2-(n-pentadecyl)indoline-6-carboxylic acid hydrochloride). RXN SMILES: [CH2:1]([CH:16]1[CH2:24][C:23]2[C:18](=[CH:19][C:20]([C:25]([OH:27])=[O:26])=[CH:21][CH:22]=2)[NH:17]1)[CH2:2][CH2:3][CH2:4][CH2:5][CH2:6][CH2:7][CH2:8][CH2:9][CH2:10][CH2:11][CH2:12][CH2:13][CH2:14][CH3:15].[ClH:28].C(OCC)C>C(O)C>[ClH:28].[CH2:1]([CH:16]1[CH2:24][C:23]2[C:18](=[CH:19][C:20]([C:25]([OH:27])=[O:26])=[CH:21][CH:22]=2)[NH:17]1)[CH2:2][CH2:3][CH2:4][CH2:5][CH2:6][CH2:7][CH2:8][CH2:9][CH2:10][CH2:11][CH2:12][CH2:13][CH2:14][CH3:15] |f:4.5|. Reported procedure: A solution of (RS)-2-(n-pentadecyl)indoline-6-carboxylic acid (3.0 g) in ethanol (30 ml), was treated with a saturated solution of hydrogen chloride gas in ethanol (50 ml of strength 34% w/v). Anhydrous diethyl ether was then added to the mixture until a solid separated. The solid was collected and was washed with diethyl ether (2×100 ml) to give (RS)-2-(n-pentadecyl)indoline-6-carboxylic acid hydrochloride (2.7 g), in the form of a colourless solid, m.p. 230°-240° C. (with decomposition). The reactants are C(C(=C)C)(=O)OCCN(C)C (2-dimethylaminoethyl methacrylate), COC(=C(C)C)O[Si](C)(C)C (1-methoxy-1-trimethylsiloxy-2-methyl-1-propene), C(CCC)[N+](CCCC)(CCCC)CCCC (tetrabutylammonium), C(C(=C)C)(=O)O[Si](C)(C)C (trimethylsilyl methacrylate), C(C(=C)C)(=O)OCCC1=CC=CC=C1 (2-phenylethyl methacrylate), C(C(=C)C)(=O)O.C(C)OC(COCCOCCO)O (ethoxytriethylene glycol methacrylate), C(C(=C)C)(=O)O[Si](C)(C)C (trimethylsilyl methacrylate), b-2-phenylethyl methacrylate, C(C(=C)C)(=O)OCCN(C)C (2-dimethylaminoethyl methacrylate), C(C(=C)C)(=O)O.CCOC(COCCOCCO)O (b-ethoxytriethylene glycol methacrylate), [F-].C(CCC)[N+](CCCC)(CCCC)CCCC (tetrabutylammonium fluoride). Reagents/catalysts: catalyst, catalyst. Solvent: C1(OCC(C)O1)=O (propylene carbonate), C1CCOC1 (THF). Run at time 30 minute. Yields the product C(C(=C)C)(=O)O (methacrylic acid), b-2-phenylethyl methacrylate, C(C(=C)C)(=O)OCCN(C)C (2-dimethylaminoethyl methacrylate), C(C(=C)C)(=O)O.CCOC(COCCOCCO)O (b-ethoxytriethylene glycol methacrylate). RXN SMILES: [CH3:1][O:2][C:3]([O:7][Si](C)(C)C)=[C:4]([CH3:6])[CH3:5].[CH2:12]([N+:16](CCCC)([CH2:21]CCC)[CH2:17]CCC)CCC.[C:29](O[Si](C)(C)C)(=O)C(C)=C.C(OCCC1C=CC=CC=1)(=O)C(C)=C.C(OCCN(C)C)(=O)C(C)=C.C(O)(=O)C(C)=C.C([O:72][CH:73](O)[CH2:74][O:75][CH2:76][CH2:77][O:78]CCO)C.[F-].C([N+](CCCC)(CCCC)CCCC)CCC>C1(=O)OC(C)CO1.C1COCC1>[C:3]([OH:7])(=[O:2])[C:4]([CH3:6])=[CH2:5].[C:3]([O:2][CH2:1][CH2:12][N:16]([CH3:21])[CH3:17])(=[O:7])[C:4]([CH3:6])=[CH2:5].[C:3]([OH:7])(=[O:2])[C:4]([CH3:6])=[CH2:5].[CH3:29][CH2:1][O:2][CH:3]([OH:7])[CH2:4][O:72][CH2:73][CH2:74][O:75][CH2:76][CH2:77][OH:78] |f:5.6,7.8,13.14|. Reported procedure: To a solution of 2.52 g (2.93 mL, 14.5 mmol) of 1-methoxy-1-trimethylsiloxy-2-methyl-1-propene and 0.5 mL of tetrabutylammonium biacetate (0.1 M in propylene carbonate) in 40 mL of THF was added dropwise 29.8 g (33.7 mL, 189 mmol) of trimethylsilyl methacrylate (purified by passage over a column of basic alumina under argon). During the course of the addition the temperature of the reaction mixture rose from 26° C. to 32° C. When 0.5 mL of additional catalyst solution was added, the temperature ... Starting materials: [BH4-].[Li+] (lithium borohydride), C([O-])(O)=O.[K+] (potassium bicarbonate), product, C(C)OC(=O)C[C@@H]1CC[C@H](N1C(=O)OC(C)(C)C)C(=O)OC(C)(C)C (di-tert-butyl (2S ,5S)-5-ethoxycarbonylmethylpyrrolidine-1,2-dicarboxylate). The solvent is C(C)OCC (diethyl ether), C(C)OCC (diethyl ether). Run at time 6 hour. Product: OCC[C@@H]1CC[C@H](N1C(=O)OC(C)(C)C)C(=O)OC(C)(C)C (di-tert-butyl (2S,5S)-5-hydroxyethylpyrrolidine-1,2-dicarboxylate). RXN SMILES: C([O:3][C:4]([CH2:6][C@H:7]1[N:11]([C:12]([O:14][C:15]([CH3:18])([CH3:17])[CH3:16])=[O:13])[C@H:10]([C:19]([O:21][C:22]([CH3:25])([CH3:24])[CH3:23])=[O:20])[CH2:9][CH2:8]1)=O)C.[BH4-].[Li+].C(=O)(O)[O-].[K+]>C(OCC)C>[OH:3][CH2:4][CH2:6][C@H:7]1[N:11]([C:12]([O:14][C:15]([CH3:18])([CH3:16])[CH3:17])=[O:13])[C@H:10]([C:19]([O:21][C:22]([CH3:25])([CH3:24])[CH3:23])=[O:20])[CH2:9][CH2:8]1 |f:1.2,3.4|. Procedure: 43 g of the product from 1d were dissolved in 300 ml of diethyl ether. A solution of 3.1 g of lithium borohydride in 300 ml of diethyl ether was added dropwise thereto. The mixture was stirred for 6 h and the reaction was stopped by cautious addition of 300 ml of a saturated potassium bicarbonate solution. The phases were separated and the organic phase was washed with 250 ml of a saturated sodium chloride solution. The organic phase was dried with sodium sulfate, and the solvent was removed in ... The reactants are N1(N=CC=C1)C1=CC=C(C#N)C=C1 (4-pyrazol-1-yl-benzonitrile), C(CCC)[Sn](CCCC)(CCCC)Cl (tributyl tin(IV) chloride), C(CCCCC)[Li] (Hexyl lithium), CC1(NC(CCC1)(C)C)C (2,2,6,6-tetramethyl-piperidine). Solvent: C1CCOC1 (THF), C1CCOC1 (THF). Reaction conditions: temperature 10 celsius, time 20 minute. The product is C(CCC)[Sn](C1=CC=NN1C1=CC=C(C#N)C=C1)(CCCC)CCCC (4-(5-Tributylstannanyl-pyrazol-1-yl)-benzonitrile). Reaction SMILES: C([Li])CCCCC.CC1(C)CCCC(C)(C)N1.[N:18]1([C:23]2[CH:30]=[CH:29][C:26]([C:27]#[N:28])=[CH:25][CH:24]=2)[CH:22]=[CH:21][CH:20]=[N:19]1.[CH2:31]([Sn:35](Cl)([CH2:40][CH2:41][CH2:42][CH3:43])[CH2:36][CH2:37][CH2:38][CH3:39])[CH2:32][CH2:33][CH3:34]>C1COCC1>[CH2:40]([Sn:35]([CH2:31][CH2:32][CH2:33][CH3:34])([CH2:36][CH2:37][CH2:38][CH3:39])[C:22]1[N:18]([C:23]2[CH:30]=[CH:29][C:26]([C:27]#[N:28])=[CH:25][CH:24]=2)[N:19]=[CH:20][CH:21]=1)[CH2:41][CH2:42][CH3:43]. Procedure details: Hexyl lithium (2.3 M in hexanes) (16.96 mL, 39.01 mmol) was added to a stirred solution of 2,2,6,6-tetramethyl-piperidine (6.85 mL, 40.63 mmol) in dry THF (15 mL) at −30° C. and the resulting suspension was stirred for 20 minutes. The suspension was allowed to warm to 10° C. to aid dissolution and was added, via cannula, to a solution of 4-pyrazol-1-yl-benzonitrile (5.50 g, 32.51 mmol, prepared according to Bioorganic & Medicinal Chemistry Letters, 2006, 16(11), 2955-2959, which is incorporated ... The reactants are CC(CCCC(C)N)CCCC(CCCC(C)C)C (6,10,14-trimethyl-2-amino-pentadecane), 22, CC(=C)C(C(=C)C)=O (2,4-dimethyl-penta-1,4-dien-3-one). Solvent: CO (methanol), CO (methanol). Reaction conditions: temperature 65 celsius. Product: 67.5, CC(CCCC(C)N1CC(C(C(C1)C)=O)C)CCCC(CCCC(C)C)C (N-(6,10,14-trimethyl-pentadec-2-yl)-3,5-dimethyl-piperidin-4-one). The yield is 89.0%. RXN SMILES: [CH3:1][CH:2]([CH2:9][CH2:10][CH2:11][CH:12]([CH3:19])[CH2:13][CH2:14][CH2:15][CH:16]([CH3:18])[CH3:17])[CH2:3][CH2:4][CH2:5][CH:6]([NH2:8])[CH3:7].[CH3:20][C:21]([C:23](=[O:27])[C:24]([CH3:26])=[CH2:25])=[CH2:22]>CO>[CH3:1][CH:2]([CH2:9][CH2:10][CH2:11][CH:12]([CH3:19])[CH2:13][CH2:14][CH2:15][CH:16]([CH3:18])[CH3:17])[CH2:3][CH2:4][CH2:5][CH:6]([N:8]1[CH2:25][CH:24]([CH3:26])[C:23](=[O:27])[CH:21]([CH3:22])[CH2:20]1)[CH3:7]. Procedure: 53.9 parts by weight of 6,10,14-trimethyl-2-amino-pentadecane are dissolved in 200 parts of methanol. A solution of 22 parts of 2,4-dimethyl-penta-1,4-dien-3-one in 100 parts of methanol is added at room temperature and this mixture is then heated at the reflux temperature (65° C.) for 3 hours. The reaction product is worked up by distillation, giving 67.5 parts ( 89% of theory) of N-(6,10,14-trimethyl-pentadec-2-yl)-3,5-dimethyl-piperidin-4-one, boiling point=171° C./0.01 mm Hg (active ingredie... The reactants are FC1=C(C(=C(C(=C1C(=O)O)F)F)F)F (pentafluorobenzoic acid), C1(=CC=C(C=C1)S(=O)(=O)O)C (p-toluenesulfonic acid), C(CC(=O)OCC)(=O)OCC (diethyl malonate), S(=O)(Cl)Cl (thionyl chloride), [Mg] (magnesium). Solvent: C(C)O (ethanol), O (water), CCOCC (ether), C1=CC=CC=C1 (benzene), C(Cl)(Cl)(Cl)Cl (carbon tetrachloride), C1=CC=CC=C1 (benzene). Conditions: time 1 hour. The product is FC1=C(C(=O)CC(=O)OCC)C(=C(C(=C1F)F)F)F (Ethyl 2,3,4 ,5, 6-pentafluorobenzoylacetate). The yield is 67.6%. As a reaction SMILES: [F:1][C:2]1[C:7]([C:8]([OH:10])=O)=[C:6]([F:11])[C:5]([F:12])=[C:4]([F:13])[C:3]=1[F:14].S(Cl)(Cl)=O.[Mg].C(OCC)(=O)[CH2:21][C:22]([O:24][CH2:25][CH3:26])=[O:23].C1(C)C=CC(S(O)(=O)=O)=CC=1>CCOCC.C1C=CC=CC=1.O.C(Cl)(Cl)(Cl)Cl.C(O)C>[F:11][C:6]1[C:5]([F:12])=[C:4]([F:13])[C:3]([F:14])=[C:2]([F:1])[C:7]=1[C:8]([CH2:21][C:22]([O:24][CH2:25][CH3:26])=[O:23])=[O:10]. Procedure details: A mixture consisting of 100 g (0.47 mol) of pentafluorobenzoic acid, 900 ml of benzene and 350 ml (4.80 mol) of thionyl chloride was heated under reflux for 40 hours. After completion of the reaction, the reaction solution was concentrated under a reduced pressure. After repetition of evaporation with benzene (900 ml×2), the resulting residue was dissolved in 500 ml of ether. A mixture consisting of 11.5 g (0.47 mol) of magnesium, 450 ml of ethanol and 20 ml of carbon tetrachloride was stirred a... Starting materials: Cl.C(C)N1C[C@@H]2CCC(C[C@]2(CC1)C1=CC(=CC=C1)OC)=O ((±)-trans-2-ethyl-4a-(3-methoxyphenyl)-6-oxo-1,2,3,4,4a,5,6,7,8,8a-decahydroisoquinoline hydrochloride), C(C)N(C(C(C(C)=O)=NNC1=CC=CC=C1)=O)CC (N,N-diethyl-2-phenylhydrazono-3-oxobutyramide), CC(=O)O[Na] (CH3COONa). Reagents/catalysts: [Zn] (zinc). The solvent is C(C)(=O)O (acetic acid). The product is C(C)N(C(=O)C1=C(C2=C(C[C@@]3(CCN(C[C@H]3C2)C)C2=CC(=CC=C2)OC)N1)C)CC ((±)-trans-2-Diethylaminocarbonyl-3,6-dimethyl-8a-(3-methoxyphenyl)-4,4a,5,6,7,8,8a,9-octahydro-1H-pyrrolo[2,3-g]isoquinoline). The yield is 14.7%. As a reaction SMILES: Cl.C([N:4]1[CH2:13][CH2:12][C@@:11]2([C:14]3[CH:19]=[CH:18][CH:17]=[C:16]([O:20][CH3:21])[CH:15]=3)[C@@H:6]([CH2:7][CH2:8][C:9](=O)[CH2:10]2)[CH2:5]1)C.[CH2:23]([N:25]([CH2:40][CH3:41])[C:26](=[O:39])[C:27](=[N:31]NC1C=CC=CC=1)[C:28](=O)[CH3:29])[CH3:24].[CH3:42]C(O[Na])=O>[Zn].C(O)(=O)C>[CH2:40]([N:25]([CH2:23][CH3:24])[C:26]([C:27]1[NH:31][C:9]2[CH2:10][C@@:11]3([C:14]4[CH:19]=[CH:18][CH:17]=[C:16]([O:20][CH3:21])[CH:15]=4)[C@H:6]([CH2:7][C:8]=2[C:28]=1[CH3:29])[CH2:5][N:4]([CH3:42])[CH2:13][CH2:12]3)=[O:39])[CH3:41] |f:0.1|. Procedure details: 3 g (9.3 mmol) of (±)-trans-2-ethyl-4a-(3-methoxyphenyl)-6-oxo-1,2,3,4,4a,5,6,7,8,8a-decahydroisoquinoline hydrochloride, 2.92 g (11.2 mmol) of N,N-diethyl-2-phenylhydrazono-3-oxobutyramide, 0.92 g (11.2 mmol) of CH3COONa, 2.8 g (42.8 mmol) of zinc dust and 9.3 ml of glacial acetic acid were treated as described in example 1. The residue was purified by flash chromatography (AcOEt/MeOH/conc. NH4OH 90:10:1; Rf=0.27) yielding 0.56 g of the title compound. M.p. (.HCl)=250° C. dec. C25H35N3O2I.R. (K...